From a dataset of the Open Reaction Database (ORD), a public repository of structured organic reaction records. describe an organic reaction: reactants, conditions, products, and yield The reactants are CC(=O)Nc1ccc(C(CNCCOc2ccc(-c3csc(C)n3)cc2)O[Si](C)(C)C(C)(C)C)cn1, CCCC[N+](CCCC)(CCCC)CCCC, [F-], C1CCOC1. Product: CC(=O)Nc1ccc(C(O)CNCCOc2ccc(-c3csc(C)n3)cc2)cn1. Reaction SMILES: [C:1]([Si:2]([CH3:3])([CH3:4])[O:6][CH:7]([CH2:8][NH:9][CH2:10][CH2:11][O:12][c:13]1[cH:14][cH:15][c:16](-[c:19]2[n:20][c:21]([CH3:24])[s:22][cH:23]2)[cH:17][cH:18]1)[c:25]1[cH:26][cH:27][c:28]([NH:31][C:32]([CH3:33])=[O:34])[n:29][cH:30]1)([CH3:5])([CH3:35])[CH3:36].[CH3:38][CH2:39][CH2:40][CH2:41][N+:42]([CH2:43][CH2:44][CH2:45][CH3:46])([CH2:47][CH2:48][CH2:49][CH3:50])[CH2:51][CH2:52][CH2:53][CH3:54].[F-:37].[O:55]1[CH2:56][CH2:57][CH2:58][CH2:59]1>>[OH:6][CH:7]([CH2:8][NH:9][CH2:10][CH2:11][O:12][c:13]1[cH:14][cH:15][c:16](-[c:19]2[n:20][c:21]([CH3:24])[s:22][cH:23]2)[cH:17][cH:18]1)[c:25]1[cH:26][cH:27][c:28]([NH:31][C:32]([CH3:33])=[O:34])[n:29][cH:30]1. The reactants are NCC1=CC(=NC=C1)OC=1C=C(C2=C(B(OC2CC(=O)OCC)O)C1)C (ethyl 2-(6-(4-(aminomethyl)pyridin-2-yloxy)-1-hydroxy-4-methyl-1,3-dihydrobenzo[c][1,2]oxaborol-3-yl)acetate), [OH-].[Na+] (NaOH). Solvent: CO.C1CCOC1 (MeOH THF). Run at time 2 hour. The product is NCC1=CC(=NC=C1)OC=1C=C(C2=C(B(OC2CC(=O)O)O)C1)C (2-(6-(4-(Aminomethyl)pyridin-2-yloxy)-1-hydroxy-4-methyl-1,3-dihydrobenzo[c][1,2]oxaborol-3-yl)acetic acid). Reaction SMILES: [NH2:1][CH2:2][C:3]1[CH:8]=[CH:7][N:6]=[C:5]([O:9][C:10]2[CH:11]=[C:12]([CH3:26])[C:13]3[CH:17]([CH2:18][C:19]([O:21]CC)=[O:20])[O:16][B:15]([OH:24])[C:14]=3[CH:25]=2)[CH:4]=1.[OH-].[Na+]>CO.C1COCC1>[NH2:1][CH2:2][C:3]1[CH:8]=[CH:7][N:6]=[C:5]([O:9][C:10]2[CH:11]=[C:12]([CH3:26])[C:13]3[CH:17]([CH2:18][C:19]([OH:21])=[O:20])[O:16][B:15]([OH:24])[C:14]=3[CH:25]=2)[CH:4]=1 |f:1.2,3.4|. Reported procedure: To a solution of crude ethyl 2-(6-(4-(aminomethyl)pyridin-2-yloxy)-1-hydroxy-4-methyl-1,3-dihydrobenzo[c][1,2]oxaborol-3-yl)acetate in MeOH/THF (12 mL, 1:1) was added aqueous NaOH solution (250 mg in 3 mL water). After stirring at room temperature for two hours, the reaction mixture was evaporated, acidified to pH 3 with 1N HCl and then concentrated. HPLC purification gave desired product as a white powder. 1H NMR (400 MHz, DMSO-d6) δ 12.4 (b, 1H), 9.20 (b, 1H), 8.33 (b, 2H), 8.18 (d, J=5.2 Hz, ... The reactants are C(C)C1=CC=C(C=C1)C1=NSC(=C1COC1=C(C=C(C=C1F)CCC(=O)OC(C)(C)C)F)C(F)(F)F (tert-butyl 3-(4-[[3-(4-ethylphenyl)-5-(trifluoromethyl)-1,2-thiazol-4-yl]methoxy]-3,5-difluorophenyl)propanoate), C(=O)(C(F)(F)F)O (CF3COOH). Run in ClCCl (dichloromethane). Conditions: temperature 25 celsius, time 8 hour. Product: C(C)C1=CC=C(C=C1)C1=NSC(=C1COC1=C(C=C(C=C1F)CCC(=O)O)F)C(F)(F)F (3-(4-[[3-(4-ethylphenyl)-5-(trifluoromethyl)-1,2-thiazol-4-yl]methoxy]-3,5-difluorophenyl)propanoic acid). As a reaction SMILES: [CH2:1]([C:3]1[CH:8]=[CH:7][C:6]([C:9]2[C:13]([CH2:14][O:15][C:16]3[C:21]([F:22])=[CH:20][C:19]([CH2:23][CH2:24][C:25]([O:27]C(C)(C)C)=[O:26])=[CH:18][C:17]=3[F:32])=[C:12]([C:33]([F:36])([F:35])[F:34])[S:11][N:10]=2)=[CH:5][CH:4]=1)[CH3:2].C(O)(C(F)(F)F)=O>ClCCl>[CH2:1]([C:3]1[CH:4]=[CH:5][C:6]([C:9]2[C:13]([CH2:14][O:15][C:16]3[C:21]([F:22])=[CH:20][C:19]([CH2:23][CH2:24][C:25]([OH:27])=[O:26])=[CH:18][C:17]=3[F:32])=[C:12]([C:33]([F:34])([F:35])[F:36])[S:11][N:10]=2)=[CH:7][CH:8]=1)[CH3:2]. Procedure details: Into a 50-mL round-bottom flask, was placed tert-butyl 3-(4-[[3-(4-ethylphenyl)-5-(trifluoromethyl)-1,2-thiazol-4-yl]methoxy]-3,5-difluorophenyl)propanoate (520 mg, 0.99 mmol, 1.00 equiv), CF3COOH (2.0 mL), dichloromethane (8.0 mL). The resulting solution was stirred overnight at 25° C. The reaction progress was monitored by LCMS. The resulting mixture was concentrated under vacuum. The solid was washed by EtOAc and hexane. The mixture was filtered and the solid was dried under vacuum. This resu...